From a dataset of the Open Reaction Database (ORD), a public repository of structured organic reaction records. describe an organic reaction: reactants, conditions, products, and yield Starting materials: ClC=1C(=CC2=C(NC(C3=C(N2C(CN(CCC)CCC)=O)N=CC=C3)=S)C1)Cl (8,9-dichloro-6,11-dihydro-11-[(dipropylamino)acetyl]-5H-pyrido[2,3-b][1,5]-benzodiazepin-5-thione), C(NN)(=O)OCC (ethyl carbazate). The product is ClC1=CC2=C(N(C3=C(C=4N2C(NN4)=O)C=CC=N3)C(CN(CCC)CCC)=O)C=C1Cl (6,7-dichloro-2,9-dihydro-9-[(dipropylamino)acetyl]-3H-pyrido[3,2-c]-s-triazolo-[4,3-a][1,5]benzodiazepin-3-one). As a reaction SMILES: [Cl:1][C:2]1[C:3]([Cl:28])=[CH:4][C:5]2[N:11]([C:12](=[O:21])[CH2:13][N:14]([CH2:18][CH2:19][CH3:20])[CH2:15][CH2:16][CH3:17])[C:10]3[N:22]=[CH:23][CH:24]=[CH:25][C:9]=3[C:8](=S)[NH:7][C:6]=2[CH:27]=1.[C:29](OCC)(=[O:32])[NH:30][NH2:31]>>[Cl:1][C:2]1[C:3]([Cl:28])=[CH:4][C:5]2[N:11]([C:12](=[O:21])[CH2:13][N:14]([CH2:18][CH2:19][CH3:20])[CH2:15][CH2:16][CH3:17])[C:10]3[N:22]=[CH:23][CH:24]=[CH:25][C:9]=3[C:8]3[N:7]([C:29](=[O:32])[NH:30][N:31]=3)[C:6]=2[CH:27]=1. Reported procedure: In the manner given in Example 13, 8,9-dichloro-6,11-dihydro-11-[(dipropylamino)acetyl]-5H-pyrido[2,3-b][1,5]-benzodiazepin-5-thione is heated to about 200° C. with ethyl carbazate to give 6,7-dichloro-2,9-dihydro-9-[(dipropylamino)acetyl]-3H-pyrido[3,2-c]-s-triazolo-[4,3-a][1,5]benzodiazepin-3-one. Reactants: ClC1=NC(=NC(=C1)C(F)(F)F)C=1C=NC=CC1 (4-chloro-2-(3-pyridinyl)-6-trifluoromethylpyrimidine), NC1=NC(=CC(=N1)OC)OC (2-amino-4,6-dimethoxypyrimidine). Yields the product COC1=NC(=NC(=C1)OC)NC1=NC(=NC(=C1)C(F)(F)F)C=1C=NC=CC1 (4-(4,6-Dimethoxy-pyrimidin-2-ylamino)-2-(3-pyridinyl)-6-trifluoromethylpyrimidine). As a reaction SMILES: Cl[C:2]1[CH:7]=[C:6]([C:8]([F:11])([F:10])[F:9])[N:5]=[C:4]([C:12]2[CH:13]=[N:14][CH:15]=[CH:16][CH:17]=2)[N:3]=1.[NH2:18][C:19]1[N:24]=[C:23]([O:25][CH3:26])[CH:22]=[C:21]([O:27][CH3:28])[N:20]=1>>[CH3:28][O:27][C:21]1[CH:22]=[C:23]([O:25][CH3:26])[N:24]=[C:19]([NH:18][C:2]2[CH:7]=[C:6]([C:8]([F:11])([F:10])[F:9])[N:5]=[C:4]([C:12]3[CH:13]=[N:14][CH:15]=[CH:16][CH:17]=3)[N:3]=2)[N:20]=1. Procedure: The title compound was prepared from 4-chloro-2-(3-pyridinyl)-6-trifluoromethylpyrimidine (50 mg, 0.192 mmol) and 2-amino-4,6-dimethoxypyrimidine (27 mg, 0.288 mmol) similar to Example 190 and was isolated as a solid. 1H NMR (CDCl3): 9.65 (brs, 1H), 8.71–8.70 (m, 2H), 7.54 (brs, 1H), 7.44 (dd, J=7.8, 4.8 Hz, 1H), 7.25 (s, 1H), 7.04 (s, 1H), 6.07 (t, J=5.4 Hz, 1H). The reactants are CO (methanol), C(=O)(C(F)(F)F)O (TFA), C(N)(=O)C=1C=CC(=C2C=3C=CC(=CC3NC12)C(=O)OCC)C1=C(C=CC=C1)F (ethyl 8-carbamoyl-5-(2-fluorophenyl)-9H-carbazole-2-carboxylate), [H-].[Al+3].[Li+].[H-].[H-].[H-] (lithium aluminum hydride), [H-].[Al+3].[Li+].[H-].[H-].[H-] (lithium aluminum hydride). The solvent is CCOC(=O)C (EtOAc), C1CCOC1 (THF). Reaction conditions: time 5 hour. Product: FC1=C(C=CC=C1)C1=CC=C(C=2NC3=CC(=CC=C3C12)CO)C(=O)N (4-(2-fluorophenyl)-7-(hydroxymethyl)-9H-carbazole-1-carboxamide). Isolated yield 108.4%. Reaction SMILES: [C:1]([C:4]1[CH:5]=[CH:6][C:7]([C:22]2[CH:27]=[CH:26][CH:25]=[CH:24][C:23]=2[F:28])=[C:8]2[C:16]=1[NH:15][C:14]1[CH:13]=[C:12]([C:17](OCC)=[O:18])[CH:11]=[CH:10][C:9]2=1)(=[O:3])[NH2:2].[H-].[Al+3].[Li+].[H-].[H-].[H-].CO.C(O)(C(F)(F)F)=O>C1COCC1.CCOC(C)=O>[F:28][C:23]1[CH:24]=[CH:25][CH:26]=[CH:27][C:22]=1[C:7]1[C:8]2[C:9]3[C:14](=[CH:13][C:12]([CH2:17][OH:18])=[CH:11][CH:10]=3)[NH:15][C:16]=2[C:4]([C:1]([NH2:2])=[O:3])=[CH:5][CH:6]=1 |f:1.2.3.4.5.6|. Reported procedure: A solution of ethyl 8-carbamoyl-5-(2-fluorophenyl)-9H-carbazole-2-carboxylate (Example 3-12, 0.81 g, 2.152 mmol) in THF (26.9 mL) at 0° C. was treated with lithium aluminum hydride (1.0 M in THF, 3.01 mL, 3.01 mmol), and the mixture was stirred at rt for 5 h. Additional lithium aluminum hydride (1.3 mL, 1.3 mmol) was added and the mixture was stirred at rt overnight. The mixture was treated with methanol and TFA and diluted with EtOAc, washed with brine, dried and concentrated to provide impure ... Starting materials: C1(=CC=CC=C1)P(C1=CC=CC=C1)C1=CC=CC=C1 (Triphenylphosphine), FC1=C(C=CC(=C1)F)[C@@]12N=C(S[C@@H]([C@@H]1C[C@@H](OC2)CO)C)NC(C2=CC=CC=C2)=O (N-[(4R,4aR,6R,8aS)-8a-(2,4-difluorophenyl)-6-(hydroxymethyl)-4-methyl-4,4a,5,6,8,8a-hexahydropyrano[3,4-d][1,3]thiazin-2-yl]benzamide), C(Br)(Br)(Br)Br (carbon tetrabromide). Run in ClCCl (dichloromethane). Reaction conditions: time 18 hour. The product is BrC[C@H]1C[C@@H]2[C@@](N=C(S[C@@H]2C)NC(C2=CC=CC=C2)=O)(CO1)C1=C(C=C(C=C1)F)F (N-[(4R,4aR,6R,8aS)-6-(bromomethyl)-8a-(2,4-difluorophenyl)-4-methyl-4,4a,5,6,8,8a-hexahydropyrano[3,4-d][1,3]thiazin-2-yl]benzamide). Reaction SMILES: [F:1][C:2]1[CH:7]=[C:6]([F:8])[CH:5]=[CH:4][C:3]=1[C@:9]12[CH2:18][O:17][C@@H:16]([CH2:19]O)[CH2:15][C@H:14]1[C@@H:13]([CH3:21])[S:12][C:11]([NH:22][C:23](=[O:30])[C:24]1[CH:29]=[CH:28][CH:27]=[CH:26][CH:25]=1)=[N:10]2.C1(P(C2C=CC=CC=2)C2C=CC=CC=2)C=CC=CC=1.C(Br)(Br)(Br)[Br:51]>ClCCl>[Br:51][CH2:19][C@@H:16]1[O:17][CH2:18][C@:9]2([C:3]3[CH:4]=[CH:5][C:6]([F:8])=[CH:7][C:2]=3[F:1])[N:10]=[C:11]([NH:22][C:23](=[O:30])[C:24]3[CH:29]=[CH:28][CH:27]=[CH:26][CH:25]=3)[S:12][C@H:13]([CH3:21])[C@@H:14]2[CH2:15]1. Procedure: A solution of N-[(4R,4aR,6R,8aS)-8a-(2,4-difluorophenyl)-6-(hydroxymethyl)-4-methyl-4,4a,5,6,8,8a-hexahydropyrano[3,4-d][1,3]thiazin-2-yl]benzamide (P2) (150 mg, 0.347 mmol) in dichloromethane (7.5 mL) was cooled to 0° C. Triphenylphosphine (182 mg, 0.694 mmol) was added, followed by carbon tetrabromide (70 μL, 0.69 mmol), and the reaction mixture was removed from the ice bath and stirred for 18 hours. After addition of saturated aqueous sodium chloride solution (15 mL), the mixture was extracte... The reactants are O (water), COC(=O)C=1C(=NC(=CC1C)Cl)Cl (2,6-dichloro-4-methyl-pyridine-3-carboxylic acid methylester), C(=O)([O-])[O-].[K+].[K+] (K2CO3), N1CCOCC1 (morpholine). The solvent is CN(C)C=O (DMF). The product is COC(=O)C=1C(=NC(=CC1C)N1CCOCC1)Cl (2-chloro-4-methyl-6-morpholino-pyridine-3-carboxylic acid methylester). Isolated yield 30.4%. RXN SMILES: [CH3:1][O:2][C:3]([C:5]1[C:6]([Cl:13])=[N:7][C:8](Cl)=[CH:9][C:10]=1[CH3:11])=[O:4].C([O-])([O-])=O.[K+].[K+].[NH:20]1[CH2:25][CH2:24][O:23][CH2:22][CH2:21]1.O>CN(C=O)C>[CH3:1][O:2][C:3]([C:5]1[C:6]([Cl:13])=[N:7][C:8]([N:20]2[CH2:25][CH2:24][O:23][CH2:22][CH2:21]2)=[CH:9][C:10]=1[CH3:11])=[O:4] |f:1.2.3|. Procedure: A solution of 5.2 g (23.7 mmol) 2,6-dichloro-4-methyl-pyridine-3-carboxylic acid methylester, 3.94 g (28.5 mmol) K2CO3 and 2.06 ml (23.7 mmol) morpholine in DMF (48 ml) was heated to 60° C. for 16 h. Then the mixture was poured into water and extracted with EtOAc. The organic layer was washed with water and brine, dried over Na2SO4 and concentrated in vacuo. Purification of the residue by CC (hexane/EtOAc 4:1) provided 1.95 g (7.2 mmol, 30%) 2-chloro-4-methyl-6-morpholino-pyridine-3-carboxylic a... The reactants are S(=O)(Cl)Cl (Thionyl chloride), N1=CC=CC=C1 (pyridine), CC(C(C)C=1C=C(C=C(O)C1)O)CCCCC (5-(3-methyl-2-octyl)resorcinol), ice water. Yields the product C(C)(=O)C1(O)C(C(O)(CC(=C1)C(C)C(CCCCC)C)C(C)=O)C=1C=NC=CC1C(=C)C (1,3-Diacetyl-2-[4-Isopropenyl-3-Pyridyl]-5-(3-Methyl-2-Octyl)Resorcinol). Reaction SMILES: S(Cl)(Cl)=O.[CH3:5][CH:6]([CH2:17][CH2:18][CH2:19][CH2:20][CH3:21])[CH:7]([C:9]1[CH:10]=[C:11]([OH:16])[CH:12]=[C:13]([CH:15]=1)[OH:14])[CH3:8].[N:22]1[CH:27]=[CH:26][CH:25]=[CH:24][CH:23]=1>>[C:13]([C:13]1([CH:15]=[C:9]([CH:7]([CH:6]([CH3:5])[CH2:17][CH2:18][CH2:19][CH2:20][CH3:21])[CH3:8])[CH2:10][C:11]([C:11](=[O:16])[CH3:10])([OH:16])[CH:12]1[C:24]1[CH:23]=[N:22][CH:27]=[CH:26][C:25]=1[C:6]([CH3:7])=[CH2:5])[OH:14])(=[O:14])[CH3:12]. Reported procedure: Thionyl chloride (5 ml.) was added dropwise to a stirred solution of 1.27 g. of 1,3-diacetyl-2-{4-[1-hydroxy-1-methyl)ethyl]-3-pyridyl}-5-(3-methyl-2-octyl)resorcinol in 40 ml. of pyridine, cooled in an ice-salt bath at -10°. The mixture was stirred and the temperature was allowed to rise to 0° within 11/2 hours. The mixture was poured into ice water and was extracted with ether. The ether extracts were washed with water, dried over anhydrous sodium sulfate, and evaporated in vacuo. The residue ... Solvent: O1CCOCC1 (dioxane). Reaction SMILES: [CH3:1][N:2]1[CH2:7][CH2:6][C:5]([C:9]2[C:18]3[C:13](=[CH:14][CH:15]=[C:16]([OH:19])[CH:17]=3)[CH:12]=[CH:11][CH:10]=2)(O)[CH2:4][CH2:3]1.C1(C)C=CC(S(O)(=O)=O)=CC=1>O1CCOCC1>[CH3:1][N:2]1[CH2:3][CH:4]=[C:5]([C:9]2[C:18]3[C:13](=[CH:14][CH:15]=[C:16]([OH:19])[CH:17]=3)[CH:12]=[CH:11][CH:10]=2)[CH2:6][CH2:7]1. The product is CN1CCC(=CC1)C1=CC=CC2=CC=C(C=C12)O (1-(1-methyl-1,2,3,6-tetrahydropyrid-4-yl)-7-hydroxynaphthalene). Starting materials: CN1CCC(CC1)(O)C1=CC=CC2=CC=C(C=C12)O (1-(1-methyl-4-hydroxypiperidin-4-yl)-7-hydroxynaphthalene), C1(=CC=C(C=C1)S(=O)(=O)O)C (p-toluenesulfonic acid). Reported procedure: A mixture of 1-(1-methyl-4-hydroxypiperidin-4-yl)-7-hydroxynaphthalene (7.64 g, 29.7 mmol) and p-toluenesulfonic acid (6.78 g, 35.7 mmol) in dioxane (250 mL) was refluxed overnight. The solvent was removed at reduced pressure and the residue was taken up in methylene chloride. The naphthol product was extracted from this organic phase with 1N sodium hydroxide, 4N sodium hydroxide and then 1N sodium hydroxide. The combined basic aqueous phase was neutralized to pH 8 with saturated aqueous sodium ...